From a dataset of the Open Reaction Database (ORD), a public repository of structured organic reaction records. describe an organic reaction: reactants, conditions, products, and yield Procedure: N-(3,3-Dimethyl-2,3-dihydro-1H-indol-6-yl)-2-nitro-benzamide (Step B) (300 mg, 0.96 mmol) was treated with acetaldehyde (70 μL) and NaBH(OAc)3 (300 mg, 1.4 mmol) in CH2Cl2 (50 mL) overnight. After drying in vacuo, the reaction mixture was purified via flash chromatography on silica gel using EtOAc to afford the desired compound. Starting materials: CC1(CNC2=CC(=CC=C12)NC(C1=C(C=CC=C1)[N+](=O)[O-])=O)C (N-(3,3-dimethyl-2,3-dihydro-1H-indol-6-yl)-2-nitro-benzamide), C(C)=O (acetaldehyde), [BH-](OC(=O)C)(OC(=O)C)OC(=O)C.[Na+] (NaBH(OAc)3). Product: C(C)N1CC(C2=CC=C(C=C12)NC(C1=C(C=CC=C1)[N+](=O)[O-])=O)(C)C (N-(1-ethyl-3,3-dimethyl-2,3-dihydro-1H-indol-6-yl)-2-nitro-benzamide). RXN SMILES: [CH3:1][C:2]1([CH3:23])[C:10]2[C:5](=[CH:6][C:7]([NH:11][C:12](=[O:22])[C:13]3[CH:18]=[CH:17][CH:16]=[CH:15][C:14]=3[N+:19]([O-:21])=[O:20])=[CH:8][CH:9]=2)[NH:4][CH2:3]1.[CH:24](=O)[CH3:25].[BH-](OC(C)=O)(OC(C)=O)OC(C)=O.[Na+]>C(Cl)Cl>[CH2:24]([N:4]1[C:5]2[C:10](=[CH:9][CH:8]=[C:7]([NH:11][C:12](=[O:22])[C:13]3[CH:18]=[CH:17][CH:16]=[CH:15][C:14]=3[N+:19]([O-:21])=[O:20])[CH:6]=2)[C:2]([CH3:23])([CH3:1])[CH2:3]1)[CH3:25] |f:2.3|. The solvent is C(Cl)Cl (CH2Cl2). Reactants: CCO, O=[N+]([O-])c1ccc(Cc2ccncc2)cc1. Yields the product Nc1ccc(Cc2ccncc2)cc1. As a reaction SMILES: [CH3:17][CH2:18][OH:19].[N+:1]([O-:2])(=[O:3])[c:4]1[cH:5][cH:6][c:7]([CH2:8][c:9]2[cH:10][cH:11][n:12][cH:13][cH:14]2)[cH:15][cH:16]1>>[NH2:1][c:4]1[cH:5][cH:6][c:7]([CH2:8][c:9]2[cH:10][cH:11][n:12][cH:13][cH:14]2)[cH:15][cH:16]1.